Dataset: the Open Reaction Database (ORD), a public repository of structured organic reaction records. Task: describe an organic reaction: reactants, conditions, products, and yield The reactants are BrC1=CC=C(C=C1)F (4-bromofluorobenzene), CC(=O)C1=CC=C(C=C1)Cl (4-chloroacetophenone), ClC1=C(C=C(C=C1)C(O)C1=CC=C(C=C1)F)F ((4-Chloro-3-fluorophenyl)(4-fluorophenyl)methanol). The product is ClC1=CC=C(C=C1)C(C)(O)C1=CC=C(C=C1)F (1-(4-Chlorophenyl)-1-(4-fluorophenyl)ethanol). Reaction SMILES: Br[C:2]1[CH:7]=[CH:6][C:5]([F:8])=[CH:4][CH:3]=1.[CH3:9][C:10]([C:12]1[CH:17]=[CH:16][C:15]([Cl:18])=[CH:14][CH:13]=1)=[O:11].ClC1C=CC(C(C2C=CC(F)=CC=2)O)=CC=1F>>[Cl:18][C:15]1[CH:16]=[CH:17][C:12]([C:10]([C:2]2[CH:7]=[CH:6][C:5]([F:8])=[CH:4][CH:3]=2)([OH:11])[CH3:9])=[CH:13][CH:14]=1. Reported procedure: The title compound was prepared starting from 5.00 g (28.57 mmol) of 4-bromofluorobenzene and 4.86 g (31.43 mmol) of 4-chloroacetophenone in analogy to the synthesis of the compound from Example 176A. A difference was that a preliminary separation by column chromatography on silica gel (mobile phase: cyclohexane/ethyl acetate 9/1) was carried out before the purification of the crude product by preparative HPLC. 5.23 g (73% of theory) of the title compound were obtained. The reactants are Cl.N1(CCC1)CCN1C(=NC(=C1)C1=CC(=C(C=C1)F)C)C1CCNCC1 (4-[1-(2-azetidin-1-yl-ethyl)-4-(4-fluoro-3-methyl-phenyl)-1H-imidazol-2-yl]-piperidine hydrochloride), ClC=1C(=NC=NC1Cl)N (5,6-dichloro-pyrimidin-4-ylamine). Yields the product N1(CCC1)CCN1C(=NC(=C1)C1=CC(=C(C=C1)F)C)C1CCN(CC1)C1=C(C(=NC=N1)N)Cl (6-{4-[1-(2-Azetidin-1-yl-ethyl)-4-(4-fluoro-3-methyl-phenyl)-1H-imidazol-2-yl]-piperidin-1-yl}-5-chloro-pyrimidin-4-ylamine). As a reaction SMILES: Cl.[N:2]1([CH2:6][CH2:7][N:8]2[CH:12]=[C:11]([C:13]3[CH:18]=[CH:17][C:16]([F:19])=[C:15]([CH3:20])[CH:14]=3)[N:10]=[C:9]2[CH:21]2[CH2:26][CH2:25][NH:24][CH2:23][CH2:22]2)[CH2:5][CH2:4][CH2:3]1.[Cl:27][C:28]1[C:29]([NH2:35])=[N:30][CH:31]=[N:32][C:33]=1Cl>>[N:2]1([CH2:6][CH2:7][N:8]2[CH:12]=[C:11]([C:13]3[CH:18]=[CH:17][C:16]([F:19])=[C:15]([CH3:20])[CH:14]=3)[N:10]=[C:9]2[CH:21]2[CH2:22][CH2:23][N:24]([C:33]3[N:32]=[CH:31][N:30]=[C:29]([NH2:35])[C:28]=3[Cl:27])[CH2:25][CH2:26]2)[CH2:3][CH2:4][CH2:5]1 |f:0.1|. Procedure details: The title compound was prepared according to the procedure described for the preparation of compound “1” by using 4-[1-(2-azetidin-1-yl-ethyl)-4-(4-fluoro-3-methyl-phenyl)-1H-imidazol-2-yl]-piperidine hydrochloride and 5,6-dichloro-pyrimidin-4-ylamine as starting materials. LC-MS (M+H=471, obsd=471). 1H NMR (400 MHz, DMSO-d6) δ 8.00 (s, 1H), 7.66-7.58 (m, 1H), 7.53 (ddd, J=7.8, 5.0, 2.3 Hz, 1H), 7.47 (s, 1H), 7.06 (dd, J=9.7, 8.6 Hz, 1H), 6.79 (s, 2H), 4.13 (d, J=13.0 Hz, 2H), 3.88 (t, J=6.2 Hz,... Reactants: Cl (hydrochloric acid), ClC1=C(C=C(C=C1)[N+](=O)[O-])OC (2-chloro-5-nitro-anisole), O.C(CN)N (ethylenediamine hydrate), C(CN)N (ethylenediamine). Product: [N+](=O)([O-])C1=CC(=C(NCCN)C=C1)OC (4-nitro-2-methoxy-N(β-aminoethyl) aniline). Yield: 86.1%. As a reaction SMILES: Cl[C:2]1[CH:7]=[CH:6][C:5]([N+:8]([O-:10])=[O:9])=[CH:4][C:3]=1[O:11][CH3:12].O.[CH2:14]([NH2:17])[CH2:15][NH2:16].C(N)CN.Cl>>[N+:8]([C:5]1[CH:6]=[CH:7][C:2]([NH:16][CH2:15][CH2:14][NH2:17])=[C:3]([O:11][CH3:12])[CH:4]=1)([O-:10])=[O:9] |f:1.2|. Reported procedure: 31 g (0.165 mole) of 2-chloro-5-nitro-anisole is added to 130 cm3 (1.65 mole) ethylenediamine hydrate. The reaction mixture is heated at reflux for five hours, and the excess of ethylenediamine driven off under vacuum. The residue is treated with 200 cm3 of a 5N hydrochloric acid solution, and dried, yielding 30 g of 4-nitro-2-methoxy-N(β-aminoethyl) aniline, which is washed with acetone. Starting materials: CC(=O)CC(=O)OC(C)(C)C, O=C([O-])[O-], COS(=O)(=O)OC, CC(=O)O, ClCCl, [K+], [K+], O=N[O-], [Na+], O, CC(=O)C(=NO)C(=O)OC(C)(C)C. The product is CON=C(C(C)=O)C(=O)OC(C)(C)C. Reaction SMILES: [C:1]([O:2][C:3]([CH3:4])([CH3:5])[CH3:6])(=[O:7])[CH2:8][C:9]([CH3:10])=[O:11].[C:29](=[O:30])([O-:31])[O-:32].[CH3:35][O:36][S:37]([O:38][CH3:39])(=[O:40])=[O:41].[CH3:42][C:43](=[O:44])[OH:45].[Cl:47][CH2:48][Cl:49].[K+:33].[K+:34].[N:12]([O-:13])=[O:14].[Na+:15].[OH2:46].[OH:16][N:17]=[C:18]([C:19](=[O:20])[O:21][C:22]([CH3:23])([CH3:24])[CH3:25])[C:26]([CH3:27])=[O:28]>>[CH3:1][O:16][N:17]=[C:18]([C:19](=[O:20])[O:21][C:22]([CH3:23])([CH3:24])[CH3:25])[C:26]([CH3:27])=[O:28]. The reactants are N(C1=CC=CC=C1)C1=NC(=NC=C1)NC1=CC=C(C=C1)O (4-Anilino-2-(4-hydroxyanilino)pyrimidine), C(=O)([O-])[O-].[K+].[K+] (K2CO3), C(Br)C1CO1 (epibromohydrin). Run in CS(=O)C (DMSO). Conditions: time 8 hour. The product is N(C1=CC=CC=C1)C1=NC(=NC=C1)NC1=CC=C(C=C1)OCC1CO1 (4-Anilino-2-[4-(2,3-epoxypropoxy)anilino]pyrimidine). Isolated yield 94.2%. As a reaction SMILES: [NH:1]([C:8]1[CH:13]=[CH:12][N:11]=[C:10]([NH:14][C:15]2[CH:20]=[CH:19][C:18]([OH:21])=[CH:17][CH:16]=2)[N:9]=1)[C:2]1[CH:7]=[CH:6][CH:5]=[CH:4][CH:3]=1.C([O-])([O-])=O.[K+].[K+].[CH2:28]([CH:30]1[O:32][CH2:31]1)Br>CS(C)=O>[NH:1]([C:8]1[CH:13]=[CH:12][N:11]=[C:10]([NH:14][C:15]2[CH:16]=[CH:17][C:18]([O:21][CH2:28][CH:30]3[O:32][CH2:31]3)=[CH:19][CH:20]=2)[N:9]=1)[C:2]1[CH:3]=[CH:4][CH:5]=[CH:6][CH:7]=1 |f:1.2.3|. Procedure details: 4-Anilino-2-(4-hydroxyanilino)pyrimidine (Reference Example H-1, 0.541 g, 1.95 mmol) was dissolved in DMSO (2 ml) and treated with K2CO3 (0.537 g, 3.89 mmol) and epibromohydrin (0.33 ml, 0.53 g, 3.9 mmol). The reaction was allowed to stir at ambient temperature overnight. After warming to 40° C. for 5 hours the reaction was partitioned between EtOAc and water. The organic phase was washed four times with water, dried over MgSO4 and evaporated at reduced pressure. The residue was purified by chro... Reaction SMILES: Br[C:2]1[CH:7]=[CH:6][C:5]([F:8])=[C:4]([F:9])[CH:3]=1.[Mg].[CH2:11]1[O:27][C:14]2([CH2:19][CH2:18][CH:17]([CH:20]3[CH2:25][CH2:24][C:23](=[O:26])[CH2:22][CH2:21]3)[CH2:16][CH2:15]2)[O:13][CH2:12]1>C1COCC1>[CH2:12]1[O:13][C:14]2([CH2:15][CH2:16][CH:17]([CH:20]3[CH2:25][CH2:24][C:23]([OH:26])([C:2]4[CH:7]=[CH:6][C:5]([F:8])=[C:4]([F:9])[CH:3]=4)[CH2:22][CH2:21]3)[CH2:18][CH2:19]2)[O:27][CH2:11]1. The solvent is C1CCOC1 (THF), C1CCOC1 (THF). Yields the product Grignard reagent, C1COC2(CCC(CC2)C2CCC(CC2)(C2=CC(=C(C=C2)F)F)O)O1 (4-[4-hydroxy-4-(3,4-difluorophenyl) cyclohexyl]cyclohexanone ethyleneacetal). Reactants: C1COC2(CCC(CC2)C2CCC(CC2)=O)O1 (bicyclohexane-4,4'-dione monoethyleneacetal), BrC1=CC(=C(C=C1)F)F (1-bromo-3,4-difluorobenzene), [Mg] (magnesium). Reported procedure: A Grignard reagent was prepared from 1-bromo-3,4-difluorobenzene and magnesium in THF, and a THF solution of bicyclohexane-4,4'-dione monoethyleneacetal was added thereto dropwise while cooling with ice. After allowing the mixture to react at room temperature for 1 hour, the reaction mixture was worked-up in a conventional manner to obtain crude crystals of 4-[4-hydroxy-4-(3,4-difluorophenyl) cyclohexyl]cyclohexanone ethyleneacetal. The crude crystals were dissolved in toluene, and a small amoun... The reactants are Cl (hydrogen chloride), C(C)(C)(C)OC(=O)N1[C@H](C[C@H](C1)OC(NC(C)(C)C)=O)[C@@H]1[C@@H](N(C(O1)(C)C)C(C)=O)CC1=CC(=CC(=C1)F)F ((2R,4R)-2-[(4S,5S)-3-acetyl-4-(3,5-difluoro-benzyl)-2,2-dimethyl-oxazolidin-5-yl]-4-tert-butylcarbamoyloxy-pyrrolidine-1-carboxylic acid tert-butyl ester). The solvent is O1CCOCC1 (dioxane). Reaction conditions: time 4 hour. The product is Cl.C(C)(=O)N[C@H]([C@H](O)[C@H]1C[C@H](CN1)OC(NC(C)(C)C)=O)CC1=CC(=CC(=C1)F)F (tert-Butyl-carbamic acid (3R,5R)-5-[(1R,2S)-2-acetylamino-3-(3,5-difluoro-phenyl)-1-hydroxy-propyl]-pyrrolidin-3-yl ester hydrochloride). The yield is 100.0%. RXN SMILES: [ClH:1].C(OC([N:9]1[CH2:13][C@H:12]([O:14][C:15](=[O:21])[NH:16][C:17]([CH3:20])([CH3:19])[CH3:18])[CH2:11][C@@H:10]1[C@H:22]1[O:26]C(C)(C)[N:24]([C:29](=[O:31])[CH3:30])[C@H:23]1[CH2:32][C:33]1[CH:38]=[C:37]([F:39])[CH:36]=[C:35]([F:40])[CH:34]=1)=O)(C)(C)C>O1CCOCC1>[ClH:1].[C:29]([NH:24][C@@H:23]([CH2:32][C:33]1[CH:34]=[C:35]([F:40])[CH:36]=[C:37]([F:39])[CH:38]=1)[C@@H:22]([C@@H:10]1[NH:9][CH2:13][C@H:12]([O:14][C:15](=[O:21])[NH:16][C:17]([CH3:19])([CH3:18])[CH3:20])[CH2:11]1)[OH:26])(=[O:31])[CH3:30] |f:3.4|. Procedure: Add 4M hydrogen chloride in dioxane (5 mL) to (2R,4R)-2-[(4S,5S)-3-acetyl-4-(3,5-difluoro-benzyl)-2,2-dimethyl-oxazolidin-5-yl]-4-tert-butylcarbamoyloxy-pyrrolidine-1-carboxylic acid tert-butyl ester (0.34 g, 0.616 mmol). Stir 4 hours and evaporate to give the title compound as a foam (0.291 g, 100%). Reactants: ClC(=O)OCC (ethyl chloroformate), free base, Cl.ClC=1C=C(O[C@H]2[C@@H](CN(CC2)C)C2=CC=CC=C2)C=CC1 (trans-4-(3-chlorophenoxy)-1-methyl-3-phenylpiperidine hydrochloride), C([O-])([O-])=O.[K+].[K+] (potassium carbonate), ClC(=O)OCC (ethyl chloroformate). Run in C1=CC=CC=C1 (benzene). Reaction conditions: time 18 hour. The product is ClC=1C=C(O[C@H]2[C@@H](CN(CC2)C(=O)OCC)C2=CC=CC=C2)C=CC1 (Trans-4-(3-chlorophenoxy)-1-ethoxycarbonyl-3-phenylpiperidine). RXN SMILES: Cl[C:2]([O:4][CH2:5][CH3:6])=[O:3].Cl.[Cl:8][C:9]1[CH:10]=[C:11]([CH:26]=[CH:27][CH:28]=1)[O:12][C@@H:13]1[CH2:18][CH2:17][N:16](C)[CH2:15][C@H:14]1[C:20]1[CH:25]=[CH:24][CH:23]=[CH:22][CH:21]=1.C(=O)([O-])[O-].[K+].[K+]>C1C=CC=CC=1>[Cl:8][C:9]1[CH:10]=[C:11]([CH:26]=[CH:27][CH:28]=1)[O:12][C@@H:13]1[CH2:18][CH2:17][N:16]([C:2]([O:4][CH2:5][CH3:6])=[O:3])[CH2:15][C@H:14]1[C:20]1[CH:25]=[CH:24][CH:23]=[CH:22][CH:21]=1 |f:1.2,3.4.5|. Procedure: 2.01 g of ethyl chloroformate are added to a mixture of 3.7 g of the free base of trans-4-(3-chlorophenoxy)-1-methyl-3-phenylpiperidine of Example 32, 2.56 g of anhydrous potassium carbonate, and 28 ml of dry benzene. The mixture is then refluxed for 18 hours under nitrogen. An additional 0.67 g of ethyl chloroformate is added, and, after 4 more hours of reflux, the mixture is cooled and partitioned between water and ether. The phases are separated and the aqueous phase is extracted with ether. ... The reactants are Brc1ccc2c(c1)ncn2-c1ccccc1, [Na+], [Na+], O=C([O-])[O-], CC(=O)[O-], CC(=O)[O-], O, [Pd+2], c1ccc(P(c2ccccc2)c2ccccc2)cc1, OB(O)c1ccncc1. The product is c1ccc(-n2cnc3cc(-c4ccncc4)ccc32)cc1. RXN SMILES: [Br:1][c:2]1[cH:3][c:4]2[c:5]([n:6](-[c:9]3[cH:10][cH:11][cH:12][cH:13][cH:14]3)[cH:7][n:8]2)[cH:15][cH:16]1.[Na+:45].[Na+:46].[O-:47][C:48](=[O:49])[O-:50].[O-:53][C:54]([CH3:55])=[O:56].[O-:57][C:58]([CH3:59])=[O:60].[OH2:51].[Pd+2:52].[c:26]1([P:27]([c:28]2[cH:29][cH:30][cH:31][cH:32][cH:33]2)[c:34]2[cH:35][cH:36][cH:37][cH:38][cH:39]2)[cH:40][cH:41][cH:42][cH:43][cH:44]1.[n:17]1[cH:18][cH:19][c:20]([B:23]([OH:24])[OH:25])[cH:21][cH:22]1>>[c:2]1(-[c:20]2[cH:19][cH:18][n:17][cH:22][cH:21]2)[cH:3][c:4]2[c:5]([n:6](-[c:9]3[cH:10][cH:11][cH:12][cH:13][cH:14]3)[cH:7][n:8]2)[cH:15][cH:16]1. Reactants: O=C([O-])O, CCOC(C)=O, CO, [H][H], [K+], CC1(C)SC2C(NC(=O)COc3ccccc3)C(=O)N2C1c1nnnn1Cc1ccccc1, O. The product is CC1(C)SC2C(NC(=O)COc3ccccc3)C(=O)N2C1c1nnn[nH]1. As a reaction SMILES: [C:1](=[O:2])([OH:3])[O-:4].[CH3:43][CH2:44][O:45][C:46](=[O:47])[CH3:48].[CH3:6][OH:7].[H:8][H:9].[K+:5].[O:10]([c:11]1[cH:12][cH:13][cH:14][cH:15][cH:16]1)[CH2:17][C:18](=[O:19])[NH:20][CH:21]1[CH:22]2[N:23]([CH:24]([c:29]3[n:30][n:31][n:32][n:33]3[CH2:34][c:35]3[cH:36][cH:37][cH:38][cH:39][cH:40]3)[C:25]([CH3:27])([CH3:28])[S:26]2)[C:41]1=[O:42].[OH2:49]>>[O:10]([c:11]1[cH:12][cH:13][cH:14][cH:15][cH:16]1)[CH2:17][C:18](=[O:19])[NH:20][CH:21]1[CH:22]2[N:23]([CH:24]([c:29]3[n:30][n:31][n:32][nH:33]3)[C:25]([CH3:27])([CH3:28])[S:26]2)[C:41]1=[O:42].